describe an organic reaction: reactants, conditions, products, and yield From a dataset of the Open Reaction Database (ORD), a public repository of structured organic reaction records. The reactants are CNC(=O)C(NC(=O)c1nc(C2=CCCC2)n2c1CN(C)CC2)C(C)(C)C, CO. The product is CNC(=O)C(NC(=O)c1nc(C2CCCC2)n2c1CN(C)CC2)C(C)(C)C. RXN SMILES: [C:1]1([c:6]2[n:7][c:8]([C:16](=[O:17])[NH:18][CH:19]([C:20](=[O:21])[NH:22][CH3:23])[C:24]([CH3:25])([CH3:26])[CH3:27])[c:9]3[n:10]2[CH2:11][CH2:12][N:13]([CH3:15])[CH2:14]3)=[CH:2][CH2:3][CH2:4][CH2:5]1.[CH3:28][OH:29]>>[CH:1]1([c:6]2[n:7][c:8]([C:16](=[O:17])[NH:18][CH:19]([C:20](=[O:21])[NH:22][CH3:23])[C:24]([CH3:25])([CH3:26])[CH3:27])[c:9]3[n:10]2[CH2:11][CH2:12][N:13]([CH3:15])[CH2:14]3)[CH2:2][CH2:3][CH2:4][CH2:5]1.